Dataset: the Open Reaction Database (ORD), a public repository of structured organic reaction records. Task: describe an organic reaction: reactants, conditions, products, and yield Reactants: ClC1=NC=C(C(=N1)NC1=C(C(=O)OC)C=CC=C1)Cl (methyl 2-(2,5-dichloropyrimidin-4-ylamino)benzoate), NC1=CC(=C(C=C1OC)C1=CC=C(C=C1)C(=O)NC)C (4′-amino-5′-methoxy-N,2′-dimethylbiphenyl-4-carboxamide), NC1=CC(=C(C=C1OC)C1=CC=C(C=C1)C(=O)NC)C (4′-amino-5′-methoxy-N,2′-dimethylbiphenyl-4-carboxamide). Reagents/catalysts: Cl (HCl). The solvent is CC(C)O (2-propanol). Conditions: temperature 120 celsius. Product: ClC=1C(=NC(=NC1)NC1=CC(=C(C=C1OC)C1=CC=C(C=C1)C(NC)=O)C)NC1=C(C(=O)OC)C=CC=C1 (methyl 2-(5-chloro-2-(5-methoxy-2-methyl-4′-(methylcarbamoyl)biphenyl-4-ylamino)pyrimidin-4-ylamino)benzoate). RXN SMILES: Cl[C:2]1[N:7]=[C:6]([NH:8][C:9]2[CH:18]=[CH:17][CH:16]=[CH:15][C:10]=2[C:11]([O:13][CH3:14])=[O:12])[C:5]([Cl:19])=[CH:4][N:3]=1.[NH2:20][C:21]1[C:26]([O:27][CH3:28])=[CH:25][C:24]([C:29]2[CH:34]=[CH:33][C:32]([C:35]([NH:37][CH3:38])=[O:36])=[CH:31][CH:30]=2)=[C:23]([CH3:39])[CH:22]=1>CC(O)C.Cl>[Cl:19][C:5]1[C:6]([NH:8][C:9]2[CH:18]=[CH:17][CH:16]=[CH:15][C:10]=2[C:11]([O:13][CH3:14])=[O:12])=[N:7][C:2]([NH:20][C:21]2[C:26]([O:27][CH3:28])=[CH:25][C:24]([C:29]3[CH:34]=[CH:33][C:32]([C:35](=[O:36])[NH:37][CH3:38])=[CH:31][CH:30]=3)=[C:23]([CH3:39])[CH:22]=2)=[N:3][CH:4]=1. Procedure details: A mixture of methyl 2-(2,5-dichloropyrimidin-4-ylamino)benzoate (Step 1, 50 mg, 0.16 mmol) and 4′-amino-5′-methoxy-N,2′-dimethylbiphenyl-4-carboxamide (Intermediate 31, 46 mg, 0.16 mmol) in 2-propanol is treated with conc. aqueous HCl (4 drops). The mixture is sealed and heated in a microwave at 120° C. for 20 min. The mixture is concentrated, and the residue is partitioned between ethyl acetate and sodium carbonate aqueous solution. The organic layer is concentrated to afford crude methyl 2-(5-... The reactants are CC(=O)OC(C)=O, CC(=O)O, CCOC(=O)CC1OB(O)c2cc(Oc3ncc(C(=N)NO)s3)cc(C)c21, [Pd]. Product: CCOC(=O)CC1OB(O)c2cc(Oc3ncc(C(=N)N)s3)cc(C)c21. As a reaction SMILES: [CH3:28][C:29]([O:30][C:31](=[O:32])[CH3:33])=[O:34].[CH3:35][C:36](=[O:37])[OH:38].[OH:1][B:2]1[O:3][CH:4]([CH2:22][C:23](=[O:24])[O:25][CH2:26][CH3:27])[c:5]2[c:6]1[cH:7][c:8]([O:12][c:13]1[s:14][c:15]([C:18]([NH:19][OH:20])=[NH:21])[cH:16][n:17]1)[cH:9][c:10]2[CH3:11].[Pd:39]>>[OH:1][B:2]1[O:3][CH:4]([CH2:22][C:23](=[O:24])[O:25][CH2:26][CH3:27])[c:5]2[c:6]1[cH:7][c:8]([O:12][c:13]1[s:14][c:15]([C:18](=[NH:19])[NH2:21])[cH:16][n:17]1)[cH:9][c:10]2[CH3:11]. As a reaction SMILES: [ClH:22].[NH2:1][CH2:2][c:3]1[cH:4][cH:5][cH:6][cH:7][cH:8]1.[OH:9][c:10]1[cH:11][cH:12][c:13]([CH2:16][CH2:17][C:18](=[O:19])[O:20][CH3:21])[cH:14][cH:15]1>>[NH:1]([CH2:2][c:3]1[cH:4][cH:5][cH:6][cH:7][cH:8]1)[C:18]([CH2:17][CH2:16][c:13]1[cH:12][cH:11][c:10]([OH:9])[cH:15][cH:14]1)=[O:19]. Yields the product O=C(CCc1ccc(O)cc1)NCc1ccccc1. Reactants: Cl, NCc1ccccc1, COC(=O)CCc1ccc(O)cc1. The reactants are BrCCc1c[nH]c2ccccc12, C1COCCO1, c1ccc2[nH]cnc2c1. Product: c1ccc2c(c1)ncn2CCc1c[nH]c2ccccc12. RXN SMILES: [Br:1][CH2:2][CH2:3][c:4]1[cH:5][nH:6][c:7]2[cH:8][cH:9][cH:10][cH:11][c:12]12.[O:22]1[CH2:23][CH2:24][O:25][CH2:26][CH2:27]1.[n:13]1[cH:14][nH:15][c:16]2[c:17]1[cH:18][cH:19][cH:20][cH:21]2>>[CH2:2]([CH2:3][c:4]1[cH:5][nH:6][c:7]2[cH:8][cH:9][cH:10][cH:11][c:12]12)[n:13]1[cH:14][n:15][c:16]2[c:17]1[cH:18][cH:19][cH:20][cH:21]2. Starting materials: CCOC(=O)c1ccc(OC)cc1, O=S(=O)(O)Cl, ClC(Cl)(Cl)Cl. Yields the product CCOC(=O)c1ccc(OC)c(SCl)c1. RXN SMILES: [CH3:1][O:2][c:3]1[cH:4][cH:5][c:6]([C:7](=[O:8])[O:9][CH2:10][CH3:11])[cH:12][cH:13]1.[Cl:14][S:15]([OH:16])(=[O:17])=[O:18].[Cl:19][C:20]([Cl:21])([Cl:22])[Cl:23]>>[CH3:1][O:2][c:3]1[c:4]([S:15][Cl:14])[cH:5][c:6]([C:7](=[O:8])[O:9][CH2:10][CH3:11])[cH:12][cH:13]1. The reactants are ClCCCl, OC1(c2cccc(F)c2)CCC(C2CCC3(CC2)OCCO3)CC1, OCCO. Product: Fc1cccc(C2=CCC(C3CCC4(CC3)OCCO4)CC2)c1. As a reaction SMILES: [Cl:25][CH2:26][CH2:27][Cl:28].[O:1]1[CH2:2][CH2:3][O:4][C:5]12[CH2:6][CH2:7][CH:8]([CH:11]1[CH2:12][CH2:13][C:14]([OH:17])([c:18]3[cH:19][c:20]([F:24])[cH:21][cH:22][cH:23]3)[CH2:15][CH2:16]1)[CH2:9][CH2:10]2.[OH:29][CH2:30][CH2:31][OH:32]>>[O:1]1[CH2:2][CH2:3][O:4][C:5]12[CH2:6][CH2:7][CH:8]([CH:11]1[CH2:12][CH:13]=[C:14]([c:18]3[cH:19][c:20]([F:24])[cH:21][cH:22][cH:23]3)[CH2:15][CH2:16]1)[CH2:9][CH2:10]2. The reactants are ice, C(CCCC)(=O)Cl (valeryl chloride), C1(=CC=CC=C1O)C (orthocresol), [N+](=O)([O-])C1=CC=CC=C1 (nitrobenzene), [Cl-].[Al+3].[Cl-].[Cl-] (aluminium chloride). The solvent is Cl (hydrochloric acid). Conditions: temperature 0 celsius, time 12 hour. The product is OC(C(CC(=O)C1=CC=CC=C1)C)C (4-hydroxy-3-methyl-pentanophenone). RXN SMILES: [C:1]1([CH3:8])[C:6]([OH:7])=[CH:5]C=[CH:3][CH:2]=1.[N+]([C:12]1[CH:17]=[CH:16][CH:15]=[CH:14][CH:13]=1)([O-])=O.[Cl-].[Al+3].[Cl-].[Cl-].C(Cl)(=[O:27])CCCC>Cl>[OH:7][CH:6]([CH3:5])[CH:1]([CH3:8])[CH2:2][C:3]([C:12]1[CH:17]=[CH:16][CH:15]=[CH:14][CH:13]=1)=[O:27] |f:2.3.4.5|. Procedure: 108 g (1 mole) of orthocresol are added to a liter of nitrobenzene. The solution is cooled to 0° C. and 280 g (2.1 moles) of powdered aluminium chloride are added over a period of one hour (while stirring). While still stirring and at 0° C., 120.5 g (1 mole) of valeryl chloride are added over a period of one hour 30 minutes. The temperature of the solution is left for about 12 hours at this temperature. The solution is then poured into a mixture of 1 kg of ice and 500 ml of 37% hydrochloric acid...